This data is from the Open Reaction Database (ORD), a public repository of structured organic reaction records. The task is: describe an organic reaction: reactants, conditions, products, and yield Starting materials: C(C)(C)(C)C=1C=C(C=CC1)O (3-tert-Butylphenol), [H-].[Na+] (NaH), resultant mixture, BrC(C(=O)OCC)C (ethyl 2-bromopropionate). The solvent is CN(C)C=O (DMF), C(C)(=O)OCC (ethyl acetate). Reaction conditions: time 5 minute. The product is C(C)OC(C(C)OC1=CC(=CC=C1)C(C)(C)C)=O (2-(3-tert-Butyl-phenoxy)-propionic acid ethyl ester). Reaction SMILES: [C:1]([C:5]1[CH:6]=[C:7]([OH:11])[CH:8]=[CH:9][CH:10]=1)([CH3:4])([CH3:3])[CH3:2].[H-].[Na+].Br[CH:15]([CH3:21])[C:16]([O:18][CH2:19][CH3:20])=[O:17]>CN(C=O)C.C(OCC)(=O)C>[CH2:19]([O:18][C:16](=[O:17])[CH:15]([O:11][C:7]1[CH:8]=[CH:9][CH:10]=[C:5]([C:1]([CH3:4])([CH3:2])[CH3:3])[CH:6]=1)[CH3:21])[CH3:20] |f:1.2|. Procedure: 3-tert-Butylphenol (7.52 g, 50 mmol) in anhydrous DMF (40 mL) was added dropwise to NaH (2.2 g, 55 mmol, 60% w/w in mineral oil) at 0° C. under an atmosphere of nitrogen. After five min, ethyl 2-bromopropionate (6.49 mL, 50 mmol, d=1.394) was added rapidly dropwise and the resultant mixture was allowed to stir for 18 h, gradually warming to ambient temperature. The reaction mixture was diluted with ethyl acetate (300 mL) and extracted twice with water and once with brine. The organic layer was d... The reactants are FC1=C(C=CC(=O)O)C=CC(=C1)F (2,4-difluorocinnamic acid), [OH-].[Na+] (sodium hydroxide), [H][H] (hydrogen). Reagents/catalysts: [Pd] (Pd/C). Run at temperature 100 celsius. The product is FC1=C(C=CC(=C1)F)CCC(=O)O (3-(2,4-difluorophenyl)propionic acid). Isolated yield 85.0%. RXN SMILES: [F:1][C:2]1[CH:12]=[C:11]([F:13])[CH:10]=[CH:9][C:3]=1[CH:4]=[CH:5][C:6]([OH:8])=[O:7].[OH-].[Na+].[H][H]>[Pd]>[F:1][C:2]1[CH:12]=[C:11]([F:13])[CH:10]=[CH:9][C:3]=1[CH2:4][CH2:5][C:6]([OH:8])=[O:7] |f:1.2|. Procedure details: The procedure was as in Example 5, but the 2,4-difluorocinnamic acid obtained was not isolated. The aqueous-acidic product suspension obtained was rendered alkaline using sodium hydroxide solution and treated with 2 g of Pd/C (5% strength) at 50° C. with further stirring and heated to 100° C. It was then pressurized to 5 bar of hydrogen. After constant pressure had been achieved, it was cooled to room temperature, the pressure was released and the palladium catalyst was filtered off. The alkalin... Reactants: Fc1ccccc1Br, [Li]CCCC, Cc1ccccc1, [Cl-], [Li]c1ccccc1F, C1CC2CON=C2CO1, [NH4+], C1CCOC1. Yields the product [Li]c1ccccc1F, Fc1ccccc1C12COCCC1CON2. RXN SMILES: [Br:1][c:2]1[c:3]([F:8])[cH:4][cH:5][cH:6][cH:7]1.[CH2:9]([Li:10])[CH2:11][CH2:12][CH3:13].[CH3:33][c:34]1[cH:35][cH:36][cH:37][cH:38][cH:39]1.[Cl-:31].[F:23][c:24]1[c:25]([Li:30])[cH:26][cH:27][cH:28][cH:29]1.[N:14]1=[C:18]2[CH:17]([CH2:16][O:15]1)[CH2:22][CH2:21][O:20][CH2:19]2.[NH4+:32].[O:40]1[CH2:41][CH2:42][CH2:43][CH2:44]1>>[F:23][c:24]1[c:25]([Li:30])[cH:26][cH:27][cH:28][cH:29]1.[c:2]1([C:18]23[NH:14][O:15][CH2:16][CH:17]2[CH2:22][CH2:21][O:20][CH2:19]3)[c:3]([F:8])[cH:4][cH:5][cH:6][cH:7]1. Starting materials: OC1=C(C=NC2=CC=CC=C12)C(=O)OCC (ethyl 4-hydroxy-3-quinolinecarboxylate), ClC1=CC=C(CN)C=C1 (4-chlorobenzylamine). Run in hexanes. Reaction conditions: temperature 200 celsius, time 18 hour. Yields the product ClC1=CC=C(C=C1)CNC(=O)C=1C=NC2=CC=CC=C2C1O (N-[(4-Chlorophenyl)methyl]-4-hydroxy-3-quinolinecarboxamide). Reaction SMILES: [OH:1][C:2]1[C:11]2[C:6](=[CH:7][CH:8]=[CH:9][CH:10]=2)[N:5]=[CH:4][C:3]=1[C:12]([O:14]CC)=O.[Cl:17][C:18]1[CH:25]=[CH:24][C:21]([CH2:22][NH2:23])=[CH:20][CH:19]=1>>[Cl:17][C:18]1[CH:25]=[CH:24][C:21]([CH2:22][NH:23][C:12]([C:3]2[CH:4]=[N:5][C:6]3[C:11]([C:2]=2[OH:1])=[CH:10][CH:9]=[CH:8][CH:7]=3)=[O:14])=[CH:20][CH:19]=1. Procedure: A mixture of 0.50 g of ethyl 4-hydroxy-3-quinolinecarboxylate (J. Amer. Chem. Soc., 68, 1264 (1946)) and 5.0 mL of 4-chlorobenzylamine is stirred 18 h at 200° C. The mixture is cooled to 25° C. and it is diluted with 25 mL of hexanes. After stirring for an additional 1 h the solid precipitate is collected by filtration and washed with 10 mL of hexanes. It is dried at 20 torr and 45° C. for 18 h. The yield is 0.28 g.